From a dataset of the Open Reaction Database (ORD), a public repository of structured organic reaction records. describe an organic reaction: reactants, conditions, products, and yield Reactants: solution, C(C)(C)[N-]C(C)C.[Li+] (lithium diisopropylamide), BrCC(=O)OCC (ethyl bromoacetate), COC=1C=C2CCCC(C2=CC1OC)=O (3,4-Dihydro-6,7-dimethoxy-1(2H)-naphthalenone), ice water. The solvent is O1CCCC1 (tetrahydrofuran), O1CCCC1 (tetrahydrofuran). Run at time 30 minute. Product: COC=1C=C2CCC(C(C2=CC1OC)=O)CC(=O)OCC (ethyl 1,2,3,4-tetrahydro-6,7-dimethoxy-1-oxo-2-naphthaleneacetate). Yield: 84.7%. RXN SMILES: [CH3:1][O:2][C:3]1[CH:4]=[C:5]2[C:10](=[CH:11][C:12]=1[O:13][CH3:14])[C:9](=[O:15])[CH2:8][CH2:7][CH2:6]2.C([N-]C(C)C)(C)C.[Li+].Br[CH2:25][C:26]([O:28][CH2:29][CH3:30])=[O:27]>O1CCCC1>[CH3:1][O:2][C:3]1[CH:4]=[C:5]2[C:10](=[CH:11][C:12]=1[O:13][CH3:14])[C:9](=[O:15])[CH:8]([CH2:25][C:26]([O:28][CH2:29][CH3:30])=[O:27])[CH2:7][CH2:6]2 |f:1.2|. Procedure: 3,4-Dihydro-6,7-dimethoxy-1(2H)-naphthalenone (10.0 g) was dissolved in tetrahydrofuran (200 ml), and thereto was added dropwise a 2M solution of lithium diisopropylamide in tetrahydrofuran (37 ml) at -70° C. The mixture was stirred for 30 minutes, and thereto was added dropwise ethyl bromoacetate (10.5 g) at -70° C. The mixture was stirred at the same temperature for two hours, and then stirred at 20° C. overnight. The reaction mixture was poured into ice-water, and extracted with diethyl ether... Product: ClC1=C(C=C(C=C1NC1=NN2C(C(=N1)N(CC1=CC=C(C=C1)OC)C1CC1)=NC=C2C#N)C#N)N2C[C@H]([C@@H](CC2)NC(OC(C)(C)C)=O)O[Si](C(C)C)(C(C)C)C(C)C (tert-butyl ((3R,4R)-1-(2-chloro-5-cyano-3-((7-cyano-4-(cyclopropyl(4-methoxybenzyl)amino)imidazo[2,1-f][1,2,4]triazin-2-yl)amino)phenyl)-3-((triisopropylsilyl)oxy)piperidin-4-yl)carbamate). Starting materials: C1(CC1)N(C1=NC(=NN2C1=NC=C2C#N)S(=O)(=O)C)CC2=CC=C(C=C2)OC (4-(cyclopropyl(4-methoxybenzyl)amino)-2-(methylsulfonyl)imidazo[2,1-f][1,2,4]triazine-7-carbonitrile), C1(CC1)N(C1=NC(=NN2C1=NC=C2C#N)S(=O)(=O)C)CC2=CC=C(C=C2)OC (4-(cyclopropyl(4-methoxybenzyl)amino)-2-(methylsulfonyl)imidazo[2,1-f][1,2,4]triazine-7-carbonitrile), NC=1C(=C(C=C(C1)C#N)N1C[C@H]([C@@H](CC1)NC(OC(C)(C)C)=O)O[Si](C(C)C)(C(C)C)C(C)C)Cl (tert-butyl ((3R,4R)-1-(3-amino-2-chloro-5-cyanophenyl)-3-((triisopropylsilyl)oxy)piperidin-4-yl)carbamate). As a reaction SMILES: [CH:1]1([N:4]([CH2:20][C:21]2[CH:26]=[CH:25][C:24]([O:27][CH3:28])=[CH:23][CH:22]=2)[C:5]2[C:10]3=[N:11][CH:12]=[C:13]([C:14]#[N:15])[N:9]3[N:8]=[C:7](S(C)(=O)=O)[N:6]=2)[CH2:3][CH2:2]1.[NH2:29][C:30]1[C:31]([Cl:63])=[C:32]([N:38]2[CH2:43][CH2:42][C@@H:41]([NH:44][C:45](=[O:51])[O:46][C:47]([CH3:50])([CH3:49])[CH3:48])[C@H:40]([O:52][Si:53]([CH:60]([CH3:62])[CH3:61])([CH:57]([CH3:59])[CH3:58])[CH:54]([CH3:56])[CH3:55])[CH2:39]2)[CH:33]=[C:34]([C:36]#[N:37])[CH:35]=1>>[Cl:63][C:31]1[C:30]([NH:29][C:7]2[N:6]=[C:5]([N:4]([CH:1]3[CH2:3][CH2:2]3)[CH2:20][C:21]3[CH:26]=[CH:25][C:24]([O:27][CH3:28])=[CH:23][CH:22]=3)[C:10]3=[N:11][CH:12]=[C:13]([C:14]#[N:15])[N:9]3[N:8]=2)=[CH:35][C:34]([C:36]#[N:37])=[CH:33][C:32]=1[N:38]1[CH2:43][CH2:42][C@@H:41]([NH:44][C:45](=[O:51])[O:46][C:47]([CH3:50])([CH3:49])[CH3:48])[C@H:40]([O:52][Si:53]([CH:60]([CH3:62])[CH3:61])([CH:54]([CH3:56])[CH3:55])[CH:57]([CH3:58])[CH3:59])[CH2:39]1. Procedure details: tert-butyl ((3R,4R)-1-(2-chloro-5-cyano-3-((7-cyano-4-(cyclopropyl(4-methoxybenzyl)amino)imidazo[2,1-f][1,2,4]triazin-2-yl)amino)phenyl)-3-((triisopropylsilyl)oxy)piperidin-4-yl)carbamate was prepared starting from 4-(cyclopropyl(4-methoxybenzyl)amino)-2-(methylsulfonyl)imidazo[2,1-f][1,2,4]triazine-7-carbonitrile (Intermediate 2) and tert-butyl ((3R,4R)-1-(3-amino-2-chloro-5-cyanophenyl)-3-((triisopropylsilyl)oxy)piperidin-4-yl)carbamate using a method analogous to that used to prepare Example ... Reactants: CCCSc1ccc(C(=O)C(=O)OCC)[nH]1, Cl, [Na+], [OH-], O. Yields the product CCCSc1ccc(C(=O)C(=O)O)[nH]1. RXN SMILES: [CH2:1]([CH3:2])[O:3][C:4]([C:5](=[O:6])[c:7]1[nH:8][c:9]([S:12][CH2:13][CH2:14][CH3:15])[cH:10][cH:11]1)=[O:16].[ClH:19].[Na+:18].[OH-:17].[OH2:20]>>[O:3]=[C:4]([C:5](=[O:6])[c:7]1[nH:8][c:9]([S:12][CH2:13][CH2:14][CH3:15])[cH:10][cH:11]1)[OH:16].